Task: describe an organic reaction: reactants, conditions, products, and yield. Dataset: the Open Reaction Database (ORD), a public repository of structured organic reaction records The reactants are [N+](=O)(O)[O-] (HNO3), CC1=NC=2N(C(=C1)C)N=CC2 (5,7-Dimethyl pyrazolo[1,5-a]pyrimidine), ice. Solvent: OS(=O)(=O)O (H2SO4), OS(=O)(=O)O (H2SO4). Conditions: time 45 minute. Product: CC1=NC=2N(C(=C1)C)N=CC2[N+](=O)[O-] (5,7-Dimethyl-3-nitro pyrazolo[1,5-a]pyrimidine). RXN SMILES: [CH3:1][C:2]1[CH:7]=[C:6]([CH3:8])[N:5]2[N:9]=[CH:10][CH:11]=[C:4]2[N:3]=1.[N+:12]([O-])([OH:14])=[O:13]>OS(O)(=O)=O>[CH3:1][C:2]1[CH:7]=[C:6]([CH3:8])[N:5]2[N:9]=[CH:10][C:11]([N+:12]([O-:14])=[O:13])=[C:4]2[N:3]=1. Procedure details: 5,7-Dimethyl pyrazolo[1,5-a]pyrimidine [1.0g (6.8 mmoles)] was dissolved in H2SO4 (10 ml) keeping the temperature below 5°. Fuming HNO3 [4 ml; sp. gr. 1.5] was added dropwise to the cold H2SO4 solution, with good stirring. The temperature during this addition was maintained below 10°. After the addition was complete, the solution was stirred at room temperature for 45 minutes and then added to 100 g of ice. The precipitated product was separated by filtration, washed well with H2O, and dried. Re... Starting materials: COC(CN(C1=CC(=CC(=C1)OCC1=NC2=CC=CC=C2C=C1)OCCCCCCCCCCCCCCCCCC)CC(=O)OC)=O (N-(2-methoxy-2-oxoethyl)-N-[3-(octadecyloxy)-5-[(2-quinolinyl)methoxy]phenyl]glycine methyl ester), [OH-].[Na+] (NaOH). The solvent is CO (methanol). The product is C(=O)(O)CN(CC(=O)O)C1=CC(=CC(=C1)OCC1=NC2=CC=CC=C2C=C1)OCCCCCCCCCCCCCCCCCC (N-(carboxymethyl)-N-[3-(octadecyloxy)-5-[(2-quinolinyl)methoxy]phenyl]glycine). Yield: 69.7%. Reaction SMILES: C[O:2][C:3](=[O:48])[CH2:4][N:5]([CH2:43][C:44]([O:46]C)=[O:45])[C:6]1[CH:11]=[C:10]([O:12][CH2:13][C:14]2[CH:23]=[CH:22][C:21]3[C:16](=[CH:17][CH:18]=[CH:19][CH:20]=3)[N:15]=2)[CH:9]=[C:8]([O:24][CH2:25][CH2:26][CH2:27][CH2:28][CH2:29][CH2:30][CH2:31][CH2:32][CH2:33][CH2:34][CH2:35][CH2:36][CH2:37][CH2:38][CH2:39][CH2:40][CH2:41][CH3:42])[CH:7]=1.[OH-].[Na+]>CO>[C:3]([CH2:4][N:5]([C:6]1[CH:11]=[C:10]([O:12][CH2:13][C:14]2[CH:23]=[CH:22][C:21]3[C:16](=[CH:17][CH:18]=[CH:19][CH:20]=3)[N:15]=2)[CH:9]=[C:8]([O:24][CH2:25][CH2:26][CH2:27][CH2:28][CH2:29][CH2:30][CH2:31][CH2:32][CH2:33][CH2:34][CH2:35][CH2:36][CH2:37][CH2:38][CH2:39][CH2:40][CH2:41][CH3:42])[CH:7]=1)[CH2:43][C:44]([OH:46])=[O:45])([OH:48])=[O:2] |f:1.2|. Procedure details: A solution of 1.5 g (2.26 mmol) of N-(2-methoxy-2-oxoethyl)-N-[3-(octadecyloxy)-5-[(2-quinolinyl)methoxy]phenyl]glycine methyl ester and 2.0 ml (12 mmol) of 6 N NaOH in 80 ml of methanol was stirred at reflux for 4 hours. The solvent was removed at reduced pressure, the residue was acidified and the product was removed by filtration. Recrystallization from THF-acetone gave 1.0 g (70% yield, mp 172°-174°) of N-(carboxymethyl)-N-[3-(octadecyloxy)-5-[(2-quinolinyl)methoxy]phenyl]glycine.